From a dataset of the Open Reaction Database (ORD), a public repository of structured organic reaction records. describe an organic reaction: reactants, conditions, products, and yield Starting materials: Cc1ccc([Al](CC(C)C)CC(C)C)cc1C (effective_coupling_partner), CCN(CC)C(=O)Oc1ccc(C(F)(F)F)cc1 (substrate). Reagents/catalysts: PCy3. Conditions: temperature 70 celsius, time 24 hour. Yields the product Cc2ccc(c1ccc(C(F)(F)F)cc1)cc2C. Reactants: [Li]CCCC, CCNCC, CCCC(C)CC(C)CC1(C)CO1, CCCCCC. Product: C=C(CO)CC(C)CC(C)CCC, CCNCC. As a reaction SMILES: [CH2:1]([Li:2])[CH2:3][CH2:4][CH3:5].[CH2:6]([CH3:7])[NH:8][CH2:9][CH3:10].[CH3:11][C:12]1([CH2:15][CH:16]([CH2:17][CH:18]([CH2:19][CH2:20][CH3:21])[CH3:22])[CH3:23])[CH2:13][O:14]1.[CH3:24][CH2:25][CH2:26][CH2:27][CH2:28][CH3:29]>>[CH2:11]=[C:12]([CH2:13][OH:14])[CH2:15][CH:16]([CH2:17][CH:18]([CH2:19][CH2:20][CH3:21])[CH3:22])[CH3:23].[CH2:6]([CH3:7])[NH:8][CH2:9][CH3:10]. Reactants: CCO, CC(=O)C(Oc1ccc(NC(=O)NC(=O)c2ccccc2Cl)cc1)c1ccccc1, [Na+], [OH-], O. Yields the product CC(O)C(Oc1ccc(NC(=O)NC(=O)c2ccccc2Cl)cc1)c1ccccc1. RXN SMILES: [CH3:34][CH2:35][OH:36].[Cl:1][c:2]1[c:3]([C:4](=[O:5])[NH:6][C:7](=[O:8])[NH:9][c:10]2[cH:11][cH:12][c:13]([O:16][CH:17]([c:18]3[cH:19][cH:20][cH:21][cH:22][cH:23]3)[C:24]([CH3:25])=[O:26])[cH:14][cH:15]2)[cH:27][cH:28][cH:29][cH:30]1.[Na+:33].[OH-:32].[OH2:31]>>[Cl:1][c:2]1[c:3]([C:4](=[O:5])[NH:6][C:7](=[O:8])[NH:9][c:10]2[cH:11][cH:12][c:13]([O:16][CH:17]([c:18]3[cH:19][cH:20][cH:21][cH:22][cH:23]3)[CH:24]([CH3:25])[OH:26])[cH:14][cH:15]2)[cH:27][cH:28][cH:29][cH:30]1. Yields the product O1CCN(CC1)[C@@H]1CC[C@H](CC1)NC1=C(C=C(C=C1)S(=O)(=O)N)[N+](=O)[O-] (4-(trans-4-morpholinocyclohexylamino)-3-nitrobenzenesulfonamide). Reaction conditions: time 8 hour. Starting materials: Cl.Cl.O1CCN(CC1)[C@@H]1CC[C@H](CC1)N (trans-4-morpholinocyclohexanamine bis hydrochloride), FC1=C(C=C(C=C1)S(=O)(=O)N)[N+](=O)[O-] (4-fluoro-3-nitrobenzenesulfonamide), C(C)(C)N(CC)C(C)C (diisopropylethylamine). Procedure: To a suspension of EXAMPLE 324J (1.00 g) and 4-fluoro-3-nitrobenzenesulfonamide (0.90 g) in tetrahydrofuran (15 mL) was added diisopropylethylamine (4.75 mL) and the reaction was stirred at room temperature overnight. The reaction was filtered and the solid washed with dichloromethane. The reaction mixture was combined with the washings were concentrated. The resulting solid was triturated with dichloromethane and filtered to give the title compound. Solvent: O1CCCC1 (tetrahydrofuran). As a reaction SMILES: Cl.Cl.[O:3]1[CH2:8][CH2:7][N:6]([C@H:9]2[CH2:14][CH2:13][C@H:12]([NH2:15])[CH2:11][CH2:10]2)[CH2:5][CH2:4]1.F[C:17]1[CH:22]=[CH:21][C:20]([S:23]([NH2:26])(=[O:25])=[O:24])=[CH:19][C:18]=1[N+:27]([O-:29])=[O:28].C(N(C(C)C)CC)(C)C>O1CCCC1>[O:3]1[CH2:4][CH2:5][N:6]([C@H:9]2[CH2:10][CH2:11][C@H:12]([NH:15][C:17]3[CH:22]=[CH:21][C:20]([S:23]([NH2:26])(=[O:25])=[O:24])=[CH:19][C:18]=3[N+:27]([O-:29])=[O:28])[CH2:13][CH2:14]2)[CH2:7][CH2:8]1 |f:0.1.2|. Reactants: ClC1=CC(=C(N=N1)OC)C(C)N (1-(6-Chloro-3-methoxypyridazin-4-yl)ethanamine). The reagents and catalysts are [C].[Pd] (palladium-carbon). Run in CO (methanol). Yields the product Cl.COC=1N=NC=CC1C(C)N (1-(3-Methoxypyridazin-4-yl)ethanamine Hydrochloride). As a reaction SMILES: [Cl:1][C:2]1[N:7]=[N:6][C:5]([O:8][CH3:9])=[C:4]([CH:10]([NH2:12])[CH3:11])[CH:3]=1>CO.[C].[Pd]>[ClH:1].[CH3:9][O:8][C:5]1[N:6]=[N:7][CH:2]=[CH:3][C:4]=1[CH:10]([NH2:12])[CH3:11] |f:2.3,4.5|. Reported procedure: 1-(6-Chloro-3-methoxypyridazin-4-yl)ethanamine (67.3 mg, 0.36 mmol) and 10% palladium-carbon (50 wt %, 20 mg) were stirred in methanol (5 mL) under hydrogen atmosphere (1 atm) at room temperature for 16 hours. After filtering through celite, the filtrate was evaporated under reduced pressure. The resulting crude reaction product was used for the next step. The reactants are C(C)(=O)C1=CC=NC=C1 (4-Acetyl-pyridine), N1CCCCC1 (piperidine), CC=1NC2=CC=CC=C2C1C=O (2-methylindole-3-carboxaldehyde). Run in CO (MeOH). Product: CC=1NC2=CC=CC=C2C1/C=C/C(=O)C1=CC=NC=C1 (trans-3-(2-methyl-1H-indol-3-yl)-1-(4-pyridinyl)-2-propen-1-one). The yield is 69.6%. As a reaction SMILES: [CH3:1][C:2]1[NH:3][C:4]2[C:9]([C:10]=1[CH:11]=O)=[CH:8][CH:7]=[CH:6][CH:5]=2.[C:13]([C:16]1[CH:21]=[CH:20][N:19]=[CH:18][CH:17]=1)(=[O:15])[CH3:14].N1CCCCC1>CO>[CH3:1][C:2]1[NH:3][C:4]2[C:9]([C:10]=1/[CH:11]=[CH:14]/[C:13]([C:16]1[CH:21]=[CH:20][N:19]=[CH:18][CH:17]=1)=[O:15])=[CH:8][CH:7]=[CH:6][CH:5]=2. Procedure details: To a dried 500 mL round bottom flask under argon, 2-methylindole-3-carboxaldehyde (400 mg, 2.51 mmol) was dissolved in anhydrous MeOH (10 mL). 4-Acetyl-pyridine (305 μL, 2.76 mmol, 1.1 equiv.) and piperidine (82 μL, 0.83 mmol) were added and the reaction was stirred under reflux. A red-orange precipitate gradually formed, and after twelve hours this solid was isolated by filtration, rinsed with chilled methanol and dried under vacuum, producing 458 mg (69%) of yellow solid. NMR: 1H NMR (600 MHz,...